This data is from the Open Reaction Database (ORD), a public repository of structured organic reaction records. The task is: describe an organic reaction: reactants, conditions, products, and yield Starting materials: C1CCOC1, COC(=O)c1cc(NCc2c(-c3ccc(F)cc3)noc2C)n[nH]1, [Li+], [OH-], O, O. Yields the product Cc1onc(-c2ccc(F)cc2)c1CNc1cc(C(=O)O)[nH]n1. As a reaction SMILES: [CH2:28]1[O:29][CH2:30][CH2:31][CH2:32]1.[CH3:1][O:2][C:3](=[O:4])[c:5]1[nH:6][n:7][c:8]([NH:10][CH2:11][c:12]2[c:13](-[c:18]3[cH:19][cH:20][c:21]([F:24])[cH:22][cH:23]3)[n:14][o:15][c:16]2[CH3:17])[cH:9]1.[Li+:27].[OH-:26].[OH2:25].[OH2:33]>>[O:2]=[C:3]([OH:4])[c:5]1[nH:6][n:7][c:8]([NH:10][CH2:11][c:12]2[c:13](-[c:18]3[cH:19][cH:20][c:21]([F:24])[cH:22][cH:23]3)[n:14][o:15][c:16]2[CH3:17])[cH:9]1. Reactants: O=C([O-])[O-], CN1CCCC1=O, COc1ccc(Cn2nnc3c(O)c(Cl)ccc32)cc1, [Cs+], [Cs+], N#Cc1cc(F)cc(Cl)c1. Product: COc1ccc(Cn2nnc3c(Oc4cc(Cl)cc(C#N)c4)c(Cl)ccc32)cc1. RXN SMILES: [C:31](=[O:32])([O-:33])[O-:34].[CH3:37][N:38]1[CH2:39][CH2:40][CH2:41][C:42]1=[O:43].[Cl:1][c:2]1[c:3]([OH:20])[c:4]2[c:5]([n:6]([CH2:9][c:10]3[cH:11][cH:12][c:13]([O:16][CH3:17])[cH:14][cH:15]3)[n:7][n:8]2)[cH:18][cH:19]1.[Cs+:35].[Cs+:36].[F:21][c:22]1[cH:23][c:24]([C:25]#[N:26])[cH:27][c:28]([Cl:30])[cH:29]1>>[Cl:1][c:2]1[c:3]([O:20][c:22]2[cH:23][c:24]([C:25]#[N:26])[cH:27][c:28]([Cl:30])[cH:29]2)[c:4]2[c:5]([n:6]([CH2:9][c:10]3[cH:11][cH:12][c:13]([O:16][CH3:17])[cH:14][cH:15]3)[n:7][n:8]2)[cH:18][cH:19]1. Starting materials: SCc1ccccc1, CC12C=CC(=O)C=C1CCC1C2C(=O)CC2(C)C(OS(C)(=O)=O)CCC12, CCO, [Na]. Product: CC12C=CC(=O)C=C1CCC1C2C(=O)CC2(C)C(SCc3ccccc3)CCC12. As a reaction SMILES: [CH2:2]([c:3]1[cH:4][cH:5][cH:6][cH:7][cH:8]1)[SH:9].[CH3:10][S:11]([O:12][CH:15]1[C:16]2([CH3:17])[CH:18]([CH2:19][CH2:20]1)[CH:21]1[CH2:22][CH2:23][C:24]3=[CH:25][C:26](=[O:35])[CH:27]=[CH:28][C:29]3([CH3:30])[CH:31]1[C:32](=[O:34])[CH2:33]2)(=[O:13])=[O:14].[CH3:36][CH2:37][OH:38].[Na:1]>>[CH2:2]([c:3]1[cH:4][cH:5][cH:6][cH:7][cH:8]1)[S:9][CH:15]1[C:16]2([CH3:17])[CH:18]([CH2:19][CH2:20]1)[CH:21]1[CH2:22][CH2:23][C:24]3=[CH:25][C:26](=[O:35])[CH:27]=[CH:28][C:29]3([CH3:30])[CH:31]1[C:32](=[O:34])[CH2:33]2. Product: CCOC(=O)Nc1ccc(Oc2ccc(Cl)cc2)cc1. Reaction SMILES: [Cl:16][C:17](=[O:18])[O:19][CH2:20][CH3:21].[Cl:1][c:2]1[cH:3][cH:4][c:5]([O:6][c:7]2[cH:8][cH:9][c:10]([NH2:13])[cH:11][cH:12]2)[cH:14][cH:15]1.[cH:22]1[cH:23][cH:24][n:25][cH:26][cH:27]1>>[Cl:1][c:2]1[cH:3][cH:4][c:5]([O:6][c:7]2[cH:8][cH:9][c:10]([NH:13][C:17](=[O:18])[O:19][CH2:20][CH3:21])[cH:11][cH:12]2)[cH:14][cH:15]1. Reactants: CCOC(=O)Cl, Nc1ccc(Oc2ccc(Cl)cc2)cc1, c1ccncc1.